Dataset: the Open Reaction Database (ORD), a public repository of structured organic reaction records. Task: describe an organic reaction: reactants, conditions, products, and yield Reactants: CCCCC (pentane), C(C1=CC=CC=C1)OC1=C(C=C(C=C1)C(O)C=1C=NC2=CC=CC=C2C1)OC (α-[4-(benzyloxy)-3-methoxyphenyl]-3-quinolinemethanol). Reagents/catalysts: [O-2].[O-2].[Mn+4] (manganese dioxide). Solvent: CCOCC (ether), C(Cl)Cl (methylene chloride). Reaction conditions: time 2 hour. The product is N1=CC(=CC2=CC=CC=C12)C(=O)C1=CC(=C(C=C1)OCC1=CC=CC=C1)OC (4-(benzyloxy)-3-methoxyphenyl (3-quinolinyl) ketone). As a reaction SMILES: [CH2:1]([O:8][C:9]1[CH:14]=[CH:13][C:12]([CH:15]([C:17]2[CH:18]=[N:19][C:20]3[C:25]([CH:26]=2)=[CH:24][CH:23]=[CH:22][CH:21]=3)[OH:16])=[CH:11][C:10]=1[O:27][CH3:28])[C:2]1[CH:7]=[CH:6][CH:5]=[CH:4][CH:3]=1.CCCCC>C(Cl)Cl.CCOCC.[O-2].[O-2].[Mn+4]>[N:19]1[C:20]2[C:25](=[CH:24][CH:23]=[CH:22][CH:21]=2)[CH:26]=[C:17]([C:15]([C:12]2[CH:13]=[CH:14][C:9]([O:8][CH2:1][C:2]3[CH:7]=[CH:6][CH:5]=[CH:4][CH:3]=3)=[C:10]([O:27][CH3:28])[CH:11]=2)=[O:16])[CH:18]=1 |f:4.5.6|. Procedure details: A solution of 6.2 g of α-[4-(benzyloxy)-3-methoxyphenyl]-3-quinolinemethanol in 200 ml of methylene chloride is treated with 62 g of manganese dioxide and stirred at the reflux temperature 2 hours. After cooling the precipitate is filtered under suction and washed with methylene chloride. The filtrate is evaporated and the oil obtained is dissolved in hot ether, whereupon the solution is treated with a small amount of pentane. The separated crystals are filtered under suction. There is obtained ...